From a dataset of the Open Reaction Database (ORD), a public repository of structured organic reaction records. describe an organic reaction: reactants, conditions, products, and yield Reactants: amino acid, N[C@@H](CC(C)C)C(=O)O (L-leucine), Cl (hydrochloric acid). Product: Cl.N[C@@H](CC(C)C)C(=O)O (leucine hydrochloride). As a reaction SMILES: [NH2:1][C@H:2]([C:7]([OH:9])=[O:8])[CH2:3][CH:4]([CH3:6])[CH3:5].[ClH:10]>>[ClH:10].[NH2:1][C@H:2]([C:7]([OH:9])=[O:8])[CH2:3][CH:4]([CH3:6])[CH3:5] |f:2.3|. Procedure details: The amino acid D, L-leucine, in the amount of 0.132 grams, was dissolved in 2.514 grams of 1 M hydrochloric acid, resulting in the formation of leucine hydrochloride in solution. The solution was dried on a hot plate under flow of air, but was not allowed to dry to complete dryness: drying was stopped when the weight reached 0.1666 gram, which corresponds to one molar equivalent addition of HCl to the leucine. An amount of 0.130 grams of this compound were added to 0.879 grams of a nanostructure... Reactants: CCCCc1nc(C)c(Br)c(=O)n1Cc1ccc(-c2ccccc2C#N)cc1, O=C([O-])[O-], C1COCCO1, Cn1cc(B2OC(C)(C)C(C)(C)O2)cn1, CCOC(C)=O, [Cs+], [Cs+]. Yields the product CCCCc1nc(C)c(-c2cnn(C)c2)c(=O)n1Cc1ccc(-c2ccccc2C#N)cc1. RXN SMILES: [Br:1][c:2]1[c:3]([CH3:28])[n:4][c:5]([CH2:24][CH2:25][CH2:26][CH3:27])[n:6]([CH2:9][c:10]2[cH:11][cH:12][c:13](-[c:16]3[c:17]([C:22]#[N:23])[cH:18][cH:19][cH:20][cH:21]3)[cH:14][cH:15]2)[c:7]1=[O:8].[C:44](=[O:45])([O-:46])[O-:47].[CH2:50]1[O:51][CH2:52][CH2:53][O:54][CH2:55]1.[CH3:29][n:30]1[n:31][cH:32][c:33]([B:35]2[O:36][C:37]([CH3:38])([CH3:39])[C:40]([CH3:41])([CH3:42])[O:43]2)[cH:34]1.[CH3:56][CH2:57][O:58][C:59](=[O:60])[CH3:61].[Cs+:48].[Cs+:49]>>[c:2]1(-[c:33]2[cH:32][n:31][n:30]([CH3:29])[cH:34]2)[c:3]([CH3:28])[n:4][c:5]([CH2:24][CH2:25][CH2:26][CH3:27])[n:6]([CH2:9][c:10]2[cH:11][cH:12][c:13](-[c:16]3[c:17]([C:22]#[N:23])[cH:18][cH:19][cH:20][cH:21]3)[cH:14][cH:15]2)[c:7]1=[O:8]. Starting materials: CNC (dimethylamine), CCCCCCCCCCCCN (Amine 12), C(C)OC(COC)=O (ethyl-metoxyacetate), CCCCCC (hexane), ( R ). Solvent: C(Cl)(Cl)Cl (CHCl3), CC(C)(C)O (t-BuOH), COC(C)(C)C (methyl-tert-butyl-ether). Run at temperature 30 celsius, time 120 hour. The product is C1(=CC=CC2=CC=CC=C12)[C@H](C=C)N ((S)-1-(Napht-1-yl)-allylamine). As a reaction SMILES: C[CH2:2][CH2:3][CH2:4][CH2:5][CH2:6][CH2:7][CH2:8][CH2:9][CH2:10][CH2:11][CH2:12][NH2:13].[CH2:14](OC(=O)COC)[CH3:15].CCCCCC.CNC>COC(C)(C)C.C(Cl)(Cl)Cl.CC(O)(C)C>[C:11]1([C@@H:12]([NH2:13])[CH:14]=[CH2:15])[C:2]2[C:7](=[CH:6][CH:5]=[CH:4][CH:3]=2)[CH:8]=[CH:9][CH:10]=1. Reported procedure: Amine 12 (600 mg, 3.3 mmol) was dissolved in 40 ml of methyl-tert-butyl-ether. 1 ml of ethyl-metoxyacetate and 5.0 g of Novozym 435 were added, and all was stirred for 120 h on 30° C. Reaction was followed by HPLC analysis on the Chiralcel OD column (250×4.6 mm) with hexane:t-BuOH:dimethylamine=92:8:0.2 (1 ml/min, 254 nm, tR(S)=15.31 min, tR(R)=18.28 min) as the mobile phase. The enzyme was separated from the reaction mixture by filtration and the filtrate was evaporated to oil remain which was ... The reactants are N1C(CCC1)=O (2-pyrrolidone), N (ammonia), N1C(CCC1)=O (2-pyrrolidone), C(CCC(=O)O)(=O)O (succinic acid). Run in O (water), O (water), O (water), O (water), O (water), O (water). Yields the product C(#N)CCC(=O)O (beta-cyanopropionic acid), C(#N)CCC(=O)N (beta-cyanopropionamide), N1C(CCC1)=O (2-pyrrolidone), N (ammonia). As a reaction SMILES: [NH3:1].[NH:2]1[CH2:6][CH2:5][CH2:4][C:3]1=[O:7].C(O)(=O)CCC(O)=[O:12]>O>[C:6]([CH2:5][CH2:4][C:3]([OH:7])=[O:12])#[N:2].[C:6]([CH2:5][CH2:4][C:3]([NH2:1])=[O:7])#[N:2].[NH:2]1[CH2:6][CH2:5][CH2:4][C:3]1=[O:7].[NH3:2]. Reported procedure: Preferably, the hydrogenation reaction is carried out in liquid phase with water being the liquid medium. The mol ratio of water to succinic reactant preferably is between 1:1 and 400:1, more preferably between 2:1 and 50:1 in the hydrogenation step reaction zone. Similar to the situation with ammonia, water may be added separately to the reaction zone if desired and also the amount of water in the reaction zone will be increased by the conversion of the succinic reactant to 2-pyrrolidone. In th... The reactants are OC1=NC(=NC(=C1)CCCOC)N1C(CCC1)C1=CC(=NO1)C1=NC=CC=C1 (4-hydroxy-6-(3-methoxypropyl)-2-[2-{3-(pyrid-2-yl)isoxazol-5-yl}pyrrolidin-1-yl]pyrimidine), NC1=NNC(=C1)C (3-amino-5-methyl-1H-pyrazole). Yields the product COCCCC1=CC(=NC(=N1)N1C(CCC1)C1=CC(=NO1)C1=NC=CC=C1)NC1=NNC(=C1)C (6-(3-Methoxypropyl)-4-(5-methyl-1H-pyrazol-3-ylamino)-2-[2-{3-(pyrid-2-yl)isoxazol-5-yl}pyrrolidin-1-yl]pyrimidine). As a reaction SMILES: O[C:2]1[CH:7]=[C:6]([CH2:8][CH2:9][CH2:10][O:11][CH3:12])[N:5]=[C:4]([N:13]2[CH2:17][CH2:16][CH2:15][CH:14]2[C:18]2[O:22][N:21]=[C:20]([C:23]3[CH:28]=[CH:27][CH:26]=[CH:25][N:24]=3)[CH:19]=2)[N:3]=1.[NH2:29][C:30]1[CH:34]=[C:33]([CH3:35])[NH:32][N:31]=1>>[CH3:12][O:11][CH2:10][CH2:9][CH2:8][C:6]1[N:5]=[C:4]([N:13]2[CH2:17][CH2:16][CH2:15][CH:14]2[C:18]2[O:22][N:21]=[C:20]([C:23]3[CH:28]=[CH:27][CH:26]=[CH:25][N:24]=3)[CH:19]=2)[N:3]=[C:2]([NH:29][C:30]2[CH:34]=[C:33]([CH3:35])[NH:32][N:31]=2)[CH:7]=1. Reported procedure: Starting materials: 4-hydroxy-6-(3-methoxypropyl)-2-[2-{3-(pyrid-2-yl)isoxazol-5-yl}pyrrolidin-1-yl]pyrimidine (Method 33) and 3-amino-5-methyl-1H-pyrazole.